From a dataset of the Open Reaction Database (ORD), a public repository of structured organic reaction records. describe an organic reaction: reactants, conditions, products, and yield Reactants: BrC=1C=CC\2=C(\N=C(/C\C(=C2)\C(N(CCC)CCCO[Si](C)(C)C(C)(C)C)=O)\NC(OC(C)(C)C)=O)C1 (tert-butyl (1E,4E)-8-bromo-4-((3-(tert-butyldimethylsilyloxy)propyl)(propyl)carbamoyl)-3H-benzo[b]azepin-2-ylcarbamate), N1C[C@H](CC1)O ((S)-pyrrolidin-3-ol), O[C@@H]1CN(CC1)C(=O)C1=CC=C(C=C1)B1OC(C(O1)(C)C)(C)C ((S)-(3-hydroxypyrrolidin-1-yl)(4-(4,4,5,5-tetramethyl-1,3,2-dioxaborolan-2-yl)phenyl)methanone), CC1(OB(OC1(C)C)C1=CC=C(C(=O)O)C=C1)C (4-(4,4,5,5-tetramethyl-1,3,2-dioxaborolan-2-yl)benzoic acid). Product: [Si](C)(C)(C(C)(C)C)OCCCN(C(=O)/C/1=C/C2=C(\N=C(/C1)\NC(OC(C)(C)C)=O)C=C(C=C2)C2=CC=C(C=C2)C(=O)N2C[C@H](CC2)O)CCC (tert-butyl (1E,4E)-4-((3-(tert-butyldimethylsilyloxy)propyl)(propyl)carbamoyl)-8-(4-((S)-3-hydroxypyrrolidine-1-carbonyl)phenyl)-3H-benzo[b]azepin-2-ylcarbamate). RXN SMILES: Br[C:2]1[CH:3]=[CH:4][C:5]2=[C:6]([CH:37]=1)[N:7]=[C:8]([NH:29][C:30](=[O:36])[O:31][C:32]([CH3:35])([CH3:34])[CH3:33])[CH2:9][C:10]([C:12](=[O:28])[N:13]([CH2:17][CH2:18][CH2:19][O:20][Si:21]([C:24]([CH3:27])([CH3:26])[CH3:25])([CH3:23])[CH3:22])[CH2:14][CH2:15][CH3:16])=[CH:11]2.[OH:38][C@H:39]1[CH2:43][CH2:42][N:41]([C:44]([C:46]2[CH:51]=[CH:50][C:49](B3OC(C)(C)C(C)(C)O3)=[CH:48][CH:47]=2)=[O:45])[CH2:40]1.CC1(C)C(C)(C)OB(C2C=CC(C(O)=O)=CC=2)O1.N1CC[C@H](O)C1>>[Si:21]([O:20][CH2:19][CH2:18][CH2:17][N:13]([CH2:14][CH2:15][CH3:16])[C:12]([C:10]1=[CH:11][C:5]2[CH:4]=[CH:3][C:2]([C:49]3[CH:48]=[CH:47][C:46]([C:44]([N:41]4[CH2:42][CH2:43][C@H:39]([OH:38])[CH2:40]4)=[O:45])=[CH:51][CH:50]=3)=[CH:37][C:6]=2[N:7]=[C:8]([NH:29][C:30](=[O:36])[O:31][C:32]([CH3:33])([CH3:34])[CH3:35])[CH2:9]1)=[O:28])([C:24]([CH3:27])([CH3:26])[CH3:25])([CH3:23])[CH3:22]. Procedure: The title compound was prepared by the procedure as described in Example 124 (Step F) using tert-butyl (1E,4E)-8-bromo-4-((3-(tert-butyldimethylsilyloxy)propyl)(propyl)carbamoyl)-3H-benzo[b]azepin-2-ylcarbamate and (S)-(3-hydroxypyrrolidin-1-yl)(4-(4,4,5,5-tetramethyl-1,3,2-dioxaborolan-2-yl)phenyl)methanone that was prepared by the procedure as described in Example 101 (Step H) using 4-(4,4,5,5-tetramethyl-1,3,2-dioxaborolan-2-yl)benzoic acid and (S)-pyrrolidin-3-ol. MS APCI (+) m/z 705 (M+1) d... The reactants are CNC(=O)c1ccc([N+](=O)[O-])cc1Nc1nc(Cl)ncc1Cl, CC1(C)CCC(=O)Nc2ccc(N)cc21. Reaction SMILES: [Cl:1][c:2]1[n:3][cH:4][c:5]([Cl:22])[c:6]([NH:8][c:9]2[c:10]([C:11](=[O:12])[NH:13][CH3:14])[cH:15][cH:16][c:17]([N+:19](=[O:20])[O-:21])[cH:18]2)[n:7]1.[NH2:23][c:24]1[cH:25][c:26]2[c:27]([cH:36][cH:37]1)[NH:28][C:29](=[O:35])[CH2:30][CH2:31][C:32]2([CH3:33])[CH3:34]>>[c:2]1([NH:23][c:24]2[cH:25][c:26]3[c:27]([cH:36][cH:37]2)[NH:28][C:29](=[O:35])[CH2:30][CH2:31][C:32]3([CH3:33])[CH3:34])[n:3][cH:4][c:5]([Cl:22])[c:6]([NH:8][c:9]2[c:10]([C:11](=[O:12])[NH:13][CH3:14])[cH:15][cH:16][c:17]([N+:19](=[O:20])[O-:21])[cH:18]2)[n:7]1. Yields the product CNC(=O)c1ccc([N+](=O)[O-])cc1Nc1nc(Nc2ccc3c(c2)C(C)(C)CCC(=O)N3)ncc1Cl. Reactants: [N+](=O)([O-])C1=C(C=CC(=C1)[N+](=O)[O-])CC(=O)O (2,4-dinitrophenylacetic acid), [H][H] (hydrogen). The reagents and catalysts are [Pd] (Pd/C). The solvent is CO (methanol). Run at time 6 hour. The product is NC1=C(C=CC(=C1)N)CC(=O)O (2,4-diaminophenylacetic acid). Reaction SMILES: [N+:1]([C:4]1[CH:9]=[C:8]([N+:10]([O-])=O)[CH:7]=[CH:6][C:5]=1[CH2:13][C:14]([OH:16])=[O:15])([O-])=O.[H][H]>CO.[Pd]>[NH2:1][C:4]1[CH:9]=[C:8]([NH2:10])[CH:7]=[CH:6][C:5]=1[CH2:13][C:14]([OH:16])=[O:15]. Reported procedure: To 2,4-dinitrophenylacetic acid (1.2 gm) in methanol (60 mL), added Pd/C (80 mg, 10 wt %). H2 gas environment was maintained with pressure using hydrogen gas balloon and solution stirred for 6 hours at RT. The catalyst was removed by filtration, over celite. The filtrate was concentrated in vacuo to give 2,4-diaminophenylacetic acid without further purification, immediately refluxed with 16 ml of 1N HCl for 6 hrs. Reaction was monitored with TLC. The solution was neutralized with 1% sodium hydro...